This data is from the Open Reaction Database (ORD), a public repository of structured organic reaction records. The task is: describe an organic reaction: reactants, conditions, products, and yield Starting materials: C(C)(=O)OC[C@H]1CC(C[C@@H]2CC[C@H]3[C@@H]4CC[C@@H]([C@@]4(C)CC[C@@H]3[C@@]12C)OC(C)=O)=O (1α-acetoxymethyl-17β-acetoxy-5α-androstan-3-one), 3,3-ethylenedioxyl-1-methylene-5α-androstan-17β-ol, ketal, BrBr (bromine). The solvent is C(C)(=O)O (acetic acid), C(C)(=O)O (acetic acid). Run at time 10 minute. The product is C(C)(=O)OCC1=CC(C=C2CC[C@H]3[C@@H]4CCC([C@@]4(C)CC[C@@H]3[C@@]12C)=O)=O (1-acetoxymethylandrosta-1,4-diene-3,17-dione). Isolated yield 28.7%. RXN SMILES: [C:1]([O:4][CH2:5][C@@H:6]1[C@@:23]2([CH3:24])[C@@H:10]([CH2:11][CH2:12][C@@H:13]3[C@@H:22]2[CH2:21][CH2:20][C@@:18]2([CH3:19])[C@H:14]3[CH2:15][CH2:16][C@@H:17]2[O:25]C(=O)C)[CH2:9][C:8](=[O:29])[CH2:7]1)(=[O:3])[CH3:2].BrBr>C(O)(=O)C>[C:1]([O:4][CH2:5][C:6]1[C@@:23]2([CH3:24])[C:10]([CH2:11][CH2:12][C@@H:13]3[C@@H:22]2[CH2:21][CH2:20][C@@:18]2([CH3:19])[C@H:14]3[CH2:15][CH2:16][C:17]2=[O:25])=[CH:9][C:8](=[O:29])[CH:7]=1)(=[O:3])[CH3:2]. Procedure details: 9.1 g of 1α-acetoxymethyl-17β-acetoxy-5α-androstan-3-one (mp 193°-194° C.) [prepared from 3,3-ethylenedioxyl-1-methylene-5α-androstan-17β-ol ("Naturwissenschaften" [Natural Sciences 51: 86 (1963)) by hydroboration, acetylation, and ketal cleavage] is dissolved in 90 ml of glacial acetic acid. To this solution is added dropwise 3.2 ml of bromine in 25 ml of glacial acetic acid, and the mixture is agitated for 10 minutes. After precipitation in ice water which contains sodium sulfite, the product ... Reactants: CC(C)(C)[Si](C)(C)Cl, CC1(C)CCC(=O)c2cc(O)ccc21, CN(C)C=O, [Na+], O=C([O-])O, c1c[nH]cn1. The product is CC1(C)CCC(=O)c2cc(O[Si](C)(C)C(C)(C)C)ccc21. Reaction SMILES: [C:15]([CH3:16])([CH3:17])([CH3:18])[Si:19]([CH3:20])([CH3:21])[Cl:22].[CH3:1][C:2]1([CH3:14])[CH2:3][CH2:4][C:5](=[O:13])[c:6]2[cH:7][c:8]([OH:12])[cH:9][cH:10][c:11]21.[CH3:33][N:34]([CH3:35])[CH:36]=[O:37].[Na+:32].[O-:28][C:29]([OH:30])=[O:31].[nH:23]1[cH:24][cH:25][n:26][cH:27]1>>[CH3:1][C:2]1([CH3:14])[CH2:3][CH2:4][C:5](=[O:13])[c:6]2[cH:7][c:8]([O:12][Si:19]([C:15]([CH3:16])([CH3:17])[CH3:18])([CH3:20])[CH3:21])[cH:9][cH:10][c:11]21. Reactants: CN(C)Cc1ccnc(CSCCN)c1, Cc1ccc(Cc2cnc(N[N+](=O)[O-])[nH]c2=O)cn1, c1ccncc1. Yields the product Cc1ccc(Cc2cnc(NCCSCc3cc(CN(C)C)ccn3)[nH]c2=O)cn1. As a reaction SMILES: [CH3:1][N:2]([CH3:3])[CH2:4][c:5]1[cH:6][c:7]([CH2:11][S:12][CH2:13][CH2:14][NH2:15])[n:8][cH:9][cH:10]1.[N+:16]([NH:17][c:20]1[n:21][cH:22][c:23]([CH2:27][c:28]2[cH:29][n:30][c:31]([CH3:34])[cH:32][cH:33]2)[c:24](=[O:26])[nH:25]1)([O-:18])=[O:19].[cH:35]1[cH:36][cH:37][n:38][cH:39][cH:40]1>>[CH3:1][N:2]([CH3:3])[CH2:4][c:5]1[cH:6][c:7]([CH2:11][S:12][CH2:13][CH2:14][NH:15][c:20]2[n:21][cH:22][c:23]([CH2:27][c:28]3[cH:29][n:30][c:31]([CH3:34])[cH:32][cH:33]3)[c:24](=[O:26])[nH:25]2)[n:8][cH:9][cH:10]1. The reactants are C1=CCCCC1 (cyclohexene), steel, C(C)(=O)N[C@H]1[C@@H](C=C(C[C@@H]1N=[N+]=[N-])C(=O)OCC)OC(CC)CC (ethyl (3R, 4R, 5S)-4-acetamido-5-azido-3-(1-ethylpropoxy)-1-cyclohexene-1-carboxylate). Reagents/catalysts: [Ni] (Raney Nickel). Run in C(C)O (ethanol), C(C)O (ethanol). Conditions: time 6.5 hour. Product: C(C)(=O)N[C@H]1[C@@H](C=C(C[C@@H]1N)C(=O)OCC)OC(CC)CC (Ethyl (3R, 4R, 5S)-4-acetamido-5-amino-3-(1-ethylpropoxy)-1-cyclohexene-1-carboxylate). Reaction SMILES: [C:1]([NH:4][C@@H:5]1[C@@H:10]([N:11]=[N+]=[N-])[CH2:9][C:8]([C:14]([O:16][CH2:17][CH3:18])=[O:15])=[CH:7][C@H:6]1[O:19][CH:20]([CH2:23][CH3:24])[CH2:21][CH3:22])(=[O:3])[CH3:2].C1CCCCC=1>C(O)C.[Ni]>[C:1]([NH:4][C@@H:5]1[C@@H:10]([NH2:11])[CH2:9][C:8]([C:14]([O:16][CH2:17][CH3:18])=[O:15])=[CH:7][C@H:6]1[O:19][CH:20]([CH2:23][CH3:24])[CH2:21][CH3:22])(=[O:3])[CH3:2]. Procedure: 100 g (0.295 mol) ethyl (3R, 4R, 5S)-4-acetamido-5-azido-3-(1-ethylpropoxy)-1-cyclohexene-1-carboxylate were dissolved in 800 ml ethanol and placed in a 21 steel autoclave together with 34 g Raney Nickel (Degussa) in 200 ml ethanol. The autoclave was closed rinsed twice with nitrogen and then set under 2 bar hydrogen pressure. Hydrogenation took place at a temperature of 20-25° C. under mechanical stirring a 1000 rpm until, after all the starting material had reacted, also the content of the “2-... The reactants are CN(C)C=O, Cc1nc(-c2ccc(C(F)(F)F)cc2)ccc1CCl, [H-], [Na+], O, Oc1ccc(CCCCn2ccnn2)cc1. Product: Cc1nc(-c2ccc(C(F)(F)F)cc2)ccc1COc1ccc(CCCCn2ccnn2)cc1. Reaction SMILES: [CH3:39][N:40]([CH3:41])[CH:42]=[O:43].[Cl:19][CH2:20][c:21]1[c:22]([CH3:37])[n:23][c:24](-[c:27]2[cH:28][cH:29][c:30]([C:33]([F:34])([F:35])[F:36])[cH:31][cH:32]2)[cH:25][cH:26]1.[H-:1].[Na+:2].[OH2:38].[n:3]1([CH2:8][CH2:9][CH2:10][CH2:11][c:12]2[cH:13][cH:14][c:15]([OH:18])[cH:16][cH:17]2)[n:4][n:5][cH:6][cH:7]1>>[n:3]1([CH2:8][CH2:9][CH2:10][CH2:11][c:12]2[cH:13][cH:14][c:15]([O:18][CH2:20][c:21]3[c:22]([CH3:37])[n:23][c:24](-[c:27]4[cH:28][cH:29][c:30]([C:33]([F:34])([F:35])[F:36])[cH:31][cH:32]4)[cH:25][cH:26]3)[cH:16][cH:17]2)[n:4][n:5][cH:6][cH:7]1. Reactants: CN(C)C=O, CC(=O)c1nn(C)c(-c2ccc(Cl)c(Cl)c2)c1O, Cl, COC(=O)c1ccc(NC(=S)NN)cc1[N+](=O)[O-], O. Yields the product COC(=O)c1ccc(NC(=S)NN=C(C)c2nn(C)c(-c3ccc(Cl)c(Cl)c3)c2O)cc1[N+](=O)[O-]. Reaction SMILES: [CH3:1][N:2]([CH3:3])[CH:4]=[O:5].[Cl:7][c:8]1[cH:9][c:10](-[c:15]2[c:16]([OH:24])[c:17]([C:21]([CH3:22])=[O:23])[n:18][n:19]2[CH3:20])[cH:11][cH:12][c:13]1[Cl:14].[ClH:6].[NH:25]([NH2:26])[C:27](=[S:28])[NH:29][c:30]1[cH:31][c:32]([N+:40](=[O:41])[O-:42])[c:33]([C:34](=[O:35])[O:36][CH3:37])[cH:38][cH:39]1.[OH2:43]>>[Cl:7][c:8]1[cH:9][c:10](-[c:15]2[c:16]([OH:24])[c:17]([C:21]([CH3:22])=[N:26][NH:25][C:27](=[S:28])[NH:29][c:30]3[cH:31][c:32]([N+:40](=[O:41])[O-:42])[c:33]([C:34](=[O:35])[O:36][CH3:37])[cH:38][cH:39]3)[n:18][n:19]2[CH3:20])[cH:11][cH:12][c:13]1[Cl:14].